This data is from the Open Reaction Database (ORD), a public repository of structured organic reaction records. The task is: describe an organic reaction: reactants, conditions, products, and yield Reactants: O=C(c1ncc[nH]1)c1ncc[nH]1, O=C1CCC2CNCCN12, Cc1cc(C(=O)O)on1, CC#N. The product is Cc1cc(C(=O)N2CCN3C(=O)CCC3C2)on1. RXN SMILES: [C:10]([c:11]1[nH:12][cH:13][cH:14][n:15]1)([c:16]1[nH:17][cH:18][cH:19][n:20]1)=[O:21].[CH2:22]1[CH:23]2[N:24]([CH2:25][CH2:26][NH:27]1)[C:28](=[O:31])[CH2:29][CH2:30]2.[CH3:1][c:2]1[n:3][o:4][c:5]([C:7](=[O:8])[OH:9])[cH:6]1.[CH3:32][C:33]#[N:34]>>[CH3:1][c:2]1[n:3][o:4][c:5]([C:7](=[O:9])[N:27]2[CH2:22][CH:23]3[N:24]([CH2:25][CH2:26]2)[C:28](=[O:31])[CH2:29][CH2:30]3)[cH:6]1. The solvent is C(C)O (ethanol), C(C)(=O)OCC (ethyl acetate). Reactants: C(#N)C=1C=C(C=CC1)C(C(=O)NCC=1C(=NC(=CC1)C(F)(F)F)C=1C=C(C=CC1)C)C (2-(3-cyanophenyl)-N-((2-m-tolyl-6-(trifluoromethyl)pyridin-3-yl)methyl)propanamide), [BH4-].[Na+] (Sodium borohydride). The yield is 5.9%. Reaction conditions: time 1 hour. The product is NCC=1C=C(C=CC1)C(C(=O)NCC=1C(=NC(=CC1)C(F)(F)F)C=1C=C(C=CC1)C)C (2-(3-(aminomethyl)phenyl)-N-((2-m-tolyl-6-(trifluoromethyl)pyridin-3-yl)methyl)propanamide). Reagents/catalysts: [NiH6-5]Cl (nickel(II) chloride hexahydride). Procedure details: To a stirred solution of 2-(3-cyanophenyl)-N-((2-m-tolyl-6-(trifluoromethyl)pyridin-3-yl)methyl)propanamide (217 mg, 5.13 mmol) in dry ethanol (15 mL), cooled to 0° C., were added nickel(II) chloride hexahydride (121 mg, 5.13 mmol). Sodium borohydride (136 mg, 35.9 mmol) was added in small portions over 10 min. The reaction mixture was allowed to warm to room temperature and left to stir for a further 1 h. The purple residue was dissolved in ethyl acetate (50 mL) and extracted with saturated NaH... As a reaction SMILES: [C:1]([C:3]1[CH:4]=[C:5]([CH:9]([CH3:31])[C:10]([NH:12][CH2:13][C:14]2[C:15]([C:24]3[CH:25]=[C:26]([CH3:30])[CH:27]=[CH:28][CH:29]=3)=[N:16][C:17]([C:20]([F:23])([F:22])[F:21])=[CH:18][CH:19]=2)=[O:11])[CH:6]=[CH:7][CH:8]=1)#[N:2].[BH4-].[Na+]>C(O)C.C(OCC)(=O)C.[NiH6-5]Cl>[NH2:2][CH2:1][C:3]1[CH:4]=[C:5]([CH:9]([CH3:31])[C:10]([NH:12][CH2:13][C:14]2[C:15]([C:24]3[CH:25]=[C:26]([CH3:30])[CH:27]=[CH:28][CH:29]=3)=[N:16][C:17]([C:20]([F:23])([F:21])[F:22])=[CH:18][CH:19]=2)=[O:11])[CH:6]=[CH:7][CH:8]=1 |f:1.2|. The reactants are COC(CCCCCCCN(C(C1=CC(=C(C(=C1)OC)OC)OC)=O)C1=CC(=CC=C1)C(F)(F)F)=O (8-{3.4.5-trimethoxy-N-[3-(trifluoromethyl)-phenyl]-benzamido}-caprylic acid methyl ester), [OH-].[Na+] (sodium hydroxide). Run in CO (methanol). Yields the product COC=1C=C(C(=O)N(C2=CC(=CC=C2)C(F)(F)F)CCCCCCCC(=O)O)C=C(C1OC)OC (8-{3.4.5-Trimethoxy-N-[3-(trifluoromethyl)-phenyl]-benzamido}-caprylic acid). RXN SMILES: C[O:2][C:3](=[O:36])[CH2:4][CH2:5][CH2:6][CH2:7][CH2:8][CH2:9][CH2:10][N:11]([C:26]1[CH:31]=[CH:30][CH:29]=[C:28]([C:32]([F:35])([F:34])[F:33])[CH:27]=1)[C:12](=[O:25])[C:13]1[CH:18]=[C:17]([O:19][CH3:20])[C:16]([O:21][CH3:22])=[C:15]([O:23][CH3:24])[CH:14]=1.[OH-].[Na+]>CO>[CH3:24][O:23][C:15]1[CH:14]=[C:13]([CH:18]=[C:17]([O:19][CH3:20])[C:16]=1[O:21][CH3:22])[C:12]([N:11]([CH2:10][CH2:9][CH2:8][CH2:7][CH2:6][CH2:5][CH2:4][C:3]([OH:36])=[O:2])[C:26]1[CH:31]=[CH:30][CH:29]=[C:28]([C:32]([F:33])([F:34])[F:35])[CH:27]=1)=[O:25] |f:1.2|. Procedure details: As described in example 1(b), the reaction is carried out with 8.6 g (16.8 mmol) of 8-{3.4.5-trimethoxy-N-[3-(trifluoromethyl)-phenyl]-benzamido}-caprylic acid methyl ester, 0.96 g (24 mmol) of sodium hydroxide and 100 cc. of methanol. Reaction time: 24 hours, reaction temperature: 25° C. The crude product is further purified chromatographically on silicic acid gel using chloroform as eluant.